Task: describe an organic reaction: reactants, conditions, products, and yield. Dataset: the Open Reaction Database (ORD), a public repository of structured organic reaction records Reactants: [H-].[Al+3].[Li+].[H-].[H-].[H-] (lithium aluminum hydride), C(C)OC(=O)C1CCC(NC1)=O (5-ethoxycarbonyl-2-piperidone), O (water), [OH-].[Na+] (NaOH), O (water). Solvent: C1CCOC1 (THF). Run at time 1 hour. The product is OCC1CCC(NC1)=O (5-Hydroxymethyl-2-piperidone). Isolated yield 53.0%. RXN SMILES: [H-].[Al+3].[Li+].[H-].[H-].[H-].C([O:9][C:10]([CH:12]1[CH2:17][NH:16][C:15](=[O:18])[CH2:14][CH2:13]1)=O)C.O.[OH-].[Na+]>C1COCC1>[OH:9][CH2:10][CH:12]1[CH2:17][NH:16][C:15](=[O:18])[CH2:14][CH2:13]1 |f:0.1.2.3.4.5,8.9|. Procedure details: Solid lithium aluminum hydride (3.5 g) was added slowly to a solution of 15.0 g 5-ethoxycarbonyl-2-piperidone in 350 ml THF at -4° C. After stirring for 1 hour under a nitrogen atmosphere, the reaction was decomposed by dropwise addition of 3.5 ml water, 3.5 ml 5N NaOH and 10.5 ml water. The mixture was filtered and the granular precipitate washed with 100 ml THF. Evaporation of the combined filtrate and washings provided 6.0 g of the title compound: MS m/z 130 (M+ +1), 129 (M+), 128 (M+ -1) 101... Starting materials: CN(C)C=O, ClCc1ccc(Cl)cc1Cl, [H-], [Na+], COC(=O)Cc1ccccc1, c1ccccc1. Yields the product COC(=O)C(Cc1ccc(Cl)cc1Cl)c1ccccc1. Reaction SMILES: [CH3:24][N:25]([CH3:26])[CH:27]=[O:28].[Cl:14][c:15]1[cH:16][c:17]([Cl:23])[c:18]([CH2:21][Cl:22])[cH:19][cH:20]1.[H-:12].[Na+:13].[c:1]1([CH2:7][C:8](=[O:9])[O:10][CH3:11])[cH:2][cH:3][cH:4][cH:5][cH:6]1.[cH:29]1[cH:30][cH:31][cH:32][cH:33][cH:34]1>>[c:1]1([CH:7]([C:8](=[O:9])[O:10][CH3:11])[CH2:21][c:18]2[c:17]([Cl:23])[cH:16][c:15]([Cl:14])[cH:20][cH:19]2)[cH:2][cH:3][cH:4][cH:5][cH:6]1. Reactants: ClC(c1ccccc1)(c1ccccc1)c1ccccc1, NCC1OC(n2ccc(=O)[nH]c2=O)CC1O, c1ccncc1. The product is O=c1ccn(C2CC(O)C(CNC(c3ccccc3)(c3ccccc3)c3ccccc3)O2)c(=O)[nH]1. Reaction SMILES: [C:17]([c:18]1[cH:19][cH:20][cH:21][cH:22][cH:23]1)([c:24]1[cH:25][cH:26][cH:27][cH:28][cH:29]1)([c:30]1[cH:31][cH:32][cH:33][cH:34][cH:35]1)[Cl:36].[NH2:1][CH2:2][CH:3]1[CH:4]([OH:16])[CH2:5][CH:6]([n:8]2[c:9](=[O:10])[nH:11][c:12](=[O:13])[cH:14][cH:15]2)[O:7]1.[cH:37]1[cH:38][cH:39][n:40][cH:41][cH:42]1>>[NH:1]([CH2:2][CH:3]1[CH:4]([OH:16])[CH2:5][CH:6]([n:8]2[c:9](=[O:10])[nH:11][c:12](=[O:13])[cH:14][cH:15]2)[O:7]1)[C:17]([c:18]1[cH:19][cH:20][cH:21][cH:22][cH:23]1)([c:24]1[cH:25][cH:26][cH:27][cH:28][cH:29]1)[c:30]1[cH:31][cH:32][cH:33][cH:34][cH:35]1.